From a dataset of the Open Reaction Database (ORD), a public repository of structured organic reaction records. describe an organic reaction: reactants, conditions, products, and yield Starting materials: C=CCCO, C1=COCCC1, Cc1ccc(S(=O)(=O)O)cc1. Yields the product C=CCCOC1CCCCO1. As a reaction SMILES: [CH2:18]([CH2:19][CH:20]=[CH2:21])[OH:22].[CH2:1]1[CH2:2][O:3][CH:4]=[CH:5][CH2:6]1.[c:7]1([CH3:8])[cH:9][cH:10][c:11]([S:12]([OH:13])(=[O:14])=[O:15])[cH:16][cH:17]1>>[CH2:1]1[CH2:2][O:3][CH:4]([O:22][CH2:18][CH2:19][CH:20]=[CH2:21])[CH2:5][CH2:6]1. Starting materials: OC1=C(C=C(C=C1)\C=C\C(CCCCCCC)=O)OC ((E)-1-(4′-hydroxy-3′-methoxyphenyl)dec-1-en-3-one), [H][H] (hydrogen). The reagents and catalysts are [C].[Pd] (palladium carbon). The solvent is C(C)O (ethanol). The product is OC1=C(C=C(C=C1)CCC(CCCCCCC)=O)OC (1-(4′-hydroxy-3′-methoxyphenyl)-3-decanone). Yield: 55.9%. As a reaction SMILES: [OH:1][C:2]1[CH:7]=[CH:6][C:5](/[CH:8]=[CH:9]/[C:10](=[O:18])[CH2:11][CH2:12][CH2:13][CH2:14][CH2:15][CH2:16][CH3:17])=[CH:4][C:3]=1[O:19][CH3:20].[H][H]>C(O)C.[C].[Pd]>[OH:1][C:2]1[CH:7]=[CH:6][C:5]([CH2:8][CH2:9][C:10](=[O:18])[CH2:11][CH2:12][CH2:13][CH2:14][CH2:15][CH2:16][CH3:17])=[CH:4][C:3]=1[O:19][CH3:20] |f:3.4|. Reported procedure: Moreover, 10 g (36 mmol) of the resulting (E)-1-(4′-hydroxy-3′-methoxyphenyl)dec-1-en-3-one was dissolved in 100 mL of ethanol followed by the addition of 1 g of palladium carbon (5% palladium) to this solution and stirring overnight at normal temperature in a hydrogen atmosphere (normal pressure). After filtering the insoluble matter, the filtrate was concentrated under reduced pressure to obtain 9.8 g of crude product. This crude product was purified by column chromatography (SiO2/CHCl3) to ob... Reactants: CN1CCOCC1 (N-Methylmorpholine), OC1=CC=CC=2NN=NC21 (hydroxybenzotriazole), N[C@@H](CC1=CC=CC=C1)CO (L-phenylalaninol), C(C)(=O)N1C(C(N(C(=C1)C1=CC=CC=C1)CC(=O)O)=O)C(C)C ({(3RS)-4-acetyl-3-isopropyl-2-oxo-6-phenyl-1,2,3,4-tetrahydropyrazin-1-yl}acetic acid), Cl.CN(CCCN=C=NCC)C (1-(3-dimethylaminopropyl)-3-ethylcarbodiimide hydrochloride). Solvent: C(C)(=O)OCC (Ethyl acetate), C(Cl)Cl (methylene chloride). Run at time 3 day. The product is C(C)(=O)N1C(C(N(C(=C1)C1=CC=CC=C1)CC(=O)N[C@H](CO)CC1=CC=CC=C1)=O)C(C)C ((2S)-2-{(3RS)-4-Acetyl-3-isopropyl-2-oxo-6-phenyl-1,2,3,4-tetrahydropyrazin-1-yl}methylcarbonylamino-3-phenyl-1-propanol). As a reaction SMILES: CN1CCOCC1.OC1C2N=NNC=2C=CC=1.[NH2:18][C@H:19]([CH2:27][OH:28])[CH2:20][C:21]1[CH:26]=[CH:25][CH:24]=[CH:23][CH:22]=1.[C:29]([N:32]1[CH:37]=[C:36]([C:38]2[CH:43]=[CH:42][CH:41]=[CH:40][CH:39]=2)[N:35]([CH2:44][C:45](O)=[O:46])[C:34](=[O:48])[CH:33]1[CH:49]([CH3:51])[CH3:50])(=[O:31])[CH3:30].Cl.CN(C)CCCN=C=NCC>C(Cl)Cl.C(OCC)(=O)C>[C:29]([N:32]1[CH:37]=[C:36]([C:38]2[CH:43]=[CH:42][CH:41]=[CH:40][CH:39]=2)[N:35]([CH2:44][C:45]([NH:18][C@@H:19]([CH2:20][C:21]2[CH:22]=[CH:23][CH:24]=[CH:25][CH:26]=2)[CH2:27][OH:28])=[O:46])[C:34](=[O:48])[CH:33]1[CH:49]([CH3:51])[CH3:50])(=[O:31])[CH3:30] |f:4.5|. Procedure details: N-Methylmorpholine (525 μl), hydroxybenzotriazole (647 mg) and L-phenylalaninol (491 mg) are added to a solution of {(3RS)-4-acetyl-3-isopropyl-2-oxo-6-phenyl-1,2,3,4-tetrahydropyrazin-1-yl}acetic acid (1.01 g, Reference compound No. 51-1) in methylene chloride (25 ml). The mixture is cooled with ice, 1-(3-dimethylaminopropyl)-3-ethylcarbodiimide hydrochloride is added to the mixture, and the whole is stirred for three days. Ethyl acetate is added to the reaction mixture, and the whole is washed...